From a dataset of the Open Reaction Database (ORD), a public repository of structured organic reaction records. describe an organic reaction: reactants, conditions, products, and yield Starting materials: C1CCOC1, CC(C)[N-]C(C)C, CC(C)NC(C)C, Fc1cccc(I)c1, [Li+], CN(C)C=O. Product: O=Cc1c(F)cccc1I. As a reaction SMILES: [CH2:29]1[O:30][CH2:31][CH2:32][CH2:33]1.[CH3:17][CH:18]([N-:19][CH:20]([CH3:21])[CH3:22])[CH3:23].[CH:1]([NH:2][CH:3]([CH3:4])[CH3:5])([CH3:6])[CH3:7].[F:8][c:9]1[cH:10][c:11]([I:15])[cH:12][cH:13][cH:14]1.[Li+:16].[O:24]=[CH:25][N:26]([CH3:27])[CH3:28]>>[F:8][c:9]1[c:10]([CH:25]=[O:24])[c:11]([I:15])[cH:12][cH:13][cH:14]1. The reactants are COc1cc(-c2ccccc2)c(-c2ccc(CN3CCC(c4cc(-c5ccccn5)[nH]n4)CC3)cc2)nn1, Cl, [Na+], O=C([O-])O, O, c1ccncc1. Product: Oc1cc(-c2ccccc2)c(-c2ccc(CN3CCC(c4cc(-c5ccccn5)[nH]n4)CC3)cc2)nn1. RXN SMILES: [CH3:1][O:2][c:3]1[n:4][n:5][c:6](-[c:15]2[cH:16][cH:17][c:18]([CH2:21][N:22]3[CH2:23][CH2:24][CH:25]([c:28]4[n:29][nH:30][c:31](-[c:33]5[n:34][cH:35][cH:36][cH:37][cH:38]5)[cH:32]4)[CH2:26][CH2:27]3)[cH:19][cH:20]2)[c:7](-[c:9]2[cH:10][cH:11][cH:12][cH:13][cH:14]2)[cH:8]1.[ClH:39].[Na+:50].[O-:46][C:47]([OH:48])=[O:49].[OH2:51].[n:40]1[cH:41][cH:42][cH:43][cH:44][cH:45]1>>[OH:2][c:3]1[n:4][n:5][c:6](-[c:15]2[cH:16][cH:17][c:18]([CH2:21][N:22]3[CH2:23][CH2:24][CH:25]([c:28]4[n:29][nH:30][c:31](-[c:33]5[n:34][cH:35][cH:36][cH:37][cH:38]5)[cH:32]4)[CH2:26][CH2:27]3)[cH:19][cH:20]2)[c:7](-[c:9]2[cH:10][cH:11][cH:12][cH:13][cH:14]2)[cH:8]1. The reactants are ClC1=NC=CC=C1[N+](=O)[O-] (2-chloro-3-nitropyridine), N1CCNCC1 (piperazine). Run in C(C)#N (acetonitrile). Product: [N+](=O)([O-])C=1C(=NC=CC1)N1CCNCC1 (1-(3-Nitro-2-pyridinyl)piperazine). Reaction SMILES: Cl[C:2]1[C:7]([N+:8]([O-:10])=[O:9])=[CH:6][CH:5]=[CH:4][N:3]=1.[NH:11]1[CH2:16][CH2:15][NH:14][CH2:13][CH2:12]1>C(#N)C>[N+:8]([C:7]1[C:2]([N:11]2[CH2:16][CH2:15][NH:14][CH2:13][CH2:12]2)=[N:3][CH:4]=[CH:5][CH:6]=1)([O-:10])=[O:9]. Procedure: A solution of 2-chloro-3-nitropyridine (4.76 g, 30 mmol) and piperazine (5.9, 69 mmol) in acetonitrile, (75 mL), was stirred at reflux for 5 h. After concentrating under reduced pressure, the residue was partitioned between ethyl acetate and 10% NaOH. The ethyl acetate extract was washed with water, dried (Na2SO4), filtered and concentrated. Flash chromatography over Al2O3 and elution with 2% MeOH-98% CHCl3 afforded the title compound, m.p. 82°-87° C. An analytical sample, m.p. 83.5°-86.5° C., w... Starting materials: C(N)(=O)CC1=C(NC2=NC=CC=C21)C2=CC=CC=C2 (3-(Carbamoylmethyl)-2-phenylpyrrolo[2,3-b]pyridine), C(C(=O)C1=CC=CC=C1)Br (phenacyl bromide), SiO2 CH2Cl2. Run in CO (methanol), C(Cl)Cl (methylene chloride), CO (MeOH), C(C)#N (acetonitrile). Yields the product C(N)(=O)CC1=C(N=C2N(C=CC=C21)CC(=O)C2=CC=CC=C2)C2=CC=CC=C2 (3-(carbamoylmethyl)-7-phenacyl-2-phenylpyrrolo[2,3-b]pyridine). As a reaction SMILES: [C:1]([CH2:4][C:5]1[C:13]2[C:8](=[N:9][CH:10]=[CH:11][CH:12]=2)[NH:7][C:6]=1[C:14]1[CH:19]=[CH:18][CH:17]=[CH:16][CH:15]=1)(=[O:3])[NH2:2].[CH2:20](Br)[C:21]([C:23]1[CH:28]=[CH:27][CH:26]=[CH:25][CH:24]=1)=[O:22]>C(#N)C.CO.C(Cl)Cl>[C:1]([CH2:4][C:5]1[C:13]2[C:8]([N:9]([CH2:20][C:21]([C:23]3[CH:28]=[CH:27][CH:26]=[CH:25][CH:24]=3)=[O:22])[CH:10]=[CH:11][CH:12]=2)=[N:7][C:6]=1[C:14]1[CH:19]=[CH:18][CH:17]=[CH:16][CH:15]=1)(=[O:3])[NH2:2]. Procedure details: 3-(Carbamoylmethyl)-2-phenylpyrrolo[2,3-b]pyridine (0.35 g, 1.4 mmol) and phenacyl bromide (0.33 g) in acetonitrile (5 ml) were refluxed under argon for 3 h. The resulting yellow suspension was isolated by filtration (0.4 g). The sparingly soluble raw product was dissolved in a mixture of methanol (20 ml) and methylene chloride (480 ml), loaded on a flash chromatography column (SiO2 /CH2Cl2 :MeOH 96:4), and eluted with a) 1000 ml MeOH:CH2Cl2 2.5:97.5; b) 1000 ml MeOH:CH2Cl2 5:95; c) 1000 ml MeOH... Starting materials: CC(C)(C)C(=O)Oc2ccc1ccccc1c2 (substrate), CC(=O)c1ccccc1 (effective_coupling_partner). The reagents and catalysts are dppe. Reaction conditions: temperature 120 celsius, time 12 hour. The product is O=C(c1ccccc1)Cc3ccc2ccccc2c3.